This data is from the Open Reaction Database (ORD), a public repository of structured organic reaction records. The task is: describe an organic reaction: reactants, conditions, products, and yield Starting materials: COCc1ccc(C(=O)Nc2ccccc2OC)cc1, O=C(c1ccc(F)cc1)C1CCN(CCCl)CC1, Cl, [H-], [I-], [Na+], [Na+], CN(C)C=O. Product: COCc1ccc(C(=O)N(CCN2CCC(C(=O)c3ccc(F)cc3)CC2)c2ccccc2OC)cc1. Reaction SMILES: [CH3:1][O:2][CH2:3][c:4]1[cH:5][cH:6][c:7]([C:8](=[O:9])[NH:10][c:11]2[c:12]([O:17][CH3:18])[cH:13][cH:14][cH:15][cH:16]2)[cH:19][cH:20]1.[Cl:22][CH2:23][CH2:24][N:25]1[CH2:26][CH2:27][CH:28]([C:31]([c:32]2[cH:33][cH:34][c:35]([F:38])[cH:36][cH:37]2)=[O:39])[CH2:29][CH2:30]1.[ClH:21].[H-:42].[I-:41].[Na+:40].[Na+:43].[O:44]=[CH:45][N:46]([CH3:47])[CH3:48]>>[CH3:1][O:2][CH2:3][c:4]1[cH:5][cH:6][c:7]([C:8](=[O:9])[N:10]([c:11]2[c:12]([O:17][CH3:18])[cH:13][cH:14][cH:15][cH:16]2)[CH2:23][CH2:24][N:25]2[CH2:26][CH2:27][CH:28]([C:31]([c:32]3[cH:33][cH:34][c:35]([F:38])[cH:36][cH:37]3)=[O:39])[CH2:29][CH2:30]2)[cH:19][cH:20]1.